This data is from the Open Reaction Database (ORD), a public repository of structured organic reaction records. The task is: describe an organic reaction: reactants, conditions, products, and yield Reactants: C(C)(C)(C)C1=CC=C(C=C1)C=1C=2C=CC(=CC2C(CC1)(C)C)[Se]C#CC(=CC(=O)OC)C (methyl 5-[5-(4-tert-butylphenyl)-8,8-dimethyl-7,8-dihydro-2-naphthylselanyl]-3-methylpent-2-en-4-ynoate), O.[OH-].[Li+] (lithium hydroxide monohydrate). The product is C(C)(C)(C)C1=CC=C(C=C1)C=1C=2C=CC(=CC2C(CC1)(C)C)[Se]C#CC(=CC(=O)O)C (5-[5-(4-tert-Butylphenyl)-8,8-dimethyl-7,8-dihydro-2-naphthylselanyl]-3-methylpent-2-en-4-ynoic acid). RXN SMILES: [C:1]([C:5]1[CH:10]=[CH:9][C:8]([C:11]2[C:12]3[CH:13]=[CH:14][C:15]([Se:23][C:24]#[C:25][C:26]([CH3:32])=[CH:27][C:28]([O:30]C)=[O:29])=[CH:16][C:17]=3[C:18]([CH3:22])([CH3:21])[CH2:19][CH:20]=2)=[CH:7][CH:6]=1)([CH3:4])([CH3:3])[CH3:2].O.[OH-].[Li+]>>[C:1]([C:5]1[CH:6]=[CH:7][C:8]([C:11]2[C:12]3[CH:13]=[CH:14][C:15]([Se:23][C:24]#[C:25][C:26]([CH3:32])=[CH:27][C:28]([OH:30])=[O:29])=[CH:16][C:17]=3[C:18]([CH3:22])([CH3:21])[CH2:19][CH:20]=2)=[CH:9][CH:10]=1)([CH3:2])([CH3:3])[CH3:4] |f:1.2.3|. Procedure: In a manner similar to that of Example 3d, by reacting 0.19 g (0.37 mmol) of methyl 5-[5-(4-tert-butylphenyl)-8,8-dimethyl-7,8-dihydro-2-naphthylselanyl]-3-methylpent-2-en-4-ynoate with 0.19 g (4.5 mmol) of lithium hydroxide monohydrate, a cream-colored powder is obtained (0.06 g; yield=33%; m.p.=231° C.). The reactants are OC(CCCCCCCCCCCC)C=1C=C(OC1)[Si](C)(C)C (4-(1-hydroxytridecyl)-2-trimethylsilylfuran), [H-].[Na+] (sodium hydride), IC (iodomethane). Solvent: O1CCCC1 (tetrahydrofuran), C(C)OCC (ethyl ether). Product: COC(CCCCCCCCCCCC)C=1C=C(OC1)[Si](C)(C)C (4-(1-Methoxytridecyl)-2-trimethylsilylfuran). Reaction SMILES: [OH:1][CH:2]([C:15]1[CH:16]=[C:17]([Si:20]([CH3:23])([CH3:22])[CH3:21])[O:18][CH:19]=1)[CH2:3][CH2:4][CH2:5][CH2:6][CH2:7][CH2:8][CH2:9][CH2:10][CH2:11][CH2:12][CH2:13][CH3:14].[H-].[Na+].I[CH3:27]>O1CCCC1.C(OCC)C>[CH3:27][O:1][CH:2]([C:15]1[CH:16]=[C:17]([Si:20]([CH3:23])([CH3:22])[CH3:21])[O:18][CH:19]=1)[CH2:3][CH2:4][CH2:5][CH2:6][CH2:7][CH2:8][CH2:9][CH2:10][CH2:11][CH2:12][CH2:13][CH3:14] |f:1.2|. Procedure: A mixture of 4-(1-hydroxytridecyl)-2-trimethylsilylfuran (318.5 mg, 0.9 mmol), sodium hydride (60% dispersion in oil; 150 mg, 3.8 mmol) and iodomethane (0.29 ml, 4.7 mmol) in tetrahydrofuran (7 ml) was refluxed for 16 hr. On cooling, the mixture was diluted with ethyl ether (20 ml), quenched with methanol (2 ml) and washed with water. Evaporation of the dried (magnesium sulfate) organic phase gave a deep yellow oil, identified as 4-(1-methoxytridecyl)-2-trimethylsilyfuran. Starting materials: Cn1nnc(-c2ccc(C=O)cc2)n1, CC(=O)O, Nc1n[nH]c2ncnc(Nc3cccc(Cl)c3)c12. Yields the product Cn1nnc(-c2ccc(CNc3n[nH]c4ncnc(Nc5cccc(Cl)c5)c34)cc2)n1. RXN SMILES: [CH3:19][n:20]1[n:21][c:22](-[c:25]2[cH:26][cH:27][c:28]([CH:29]=[O:30])[cH:31][cH:32]2)[n:23][n:24]1.[CH3:33][C:34](=[O:35])[OH:36].[NH2:1][c:2]1[n:3][nH:4][c:5]2[n:6][cH:7][n:8][c:9]([NH:11][c:12]3[cH:13][c:14]([Cl:18])[cH:15][cH:16][cH:17]3)[c:10]12>>[NH:1]([c:2]1[n:3][nH:4][c:5]2[n:6][cH:7][n:8][c:9]([NH:11][c:12]3[cH:13][c:14]([Cl:18])[cH:15][cH:16][cH:17]3)[c:10]12)[CH2:29][c:28]1[cH:27][cH:26][c:25](-[c:22]2[n:21][n:20]([CH3:19])[n:24][n:23]2)[cH:32][cH:31]1.